From a dataset of the Open Reaction Database (ORD), a public repository of structured organic reaction records. describe an organic reaction: reactants, conditions, products, and yield The reactants are ClC1=NC=C(C=C1C(=O)N[C@@H](C)C1=CC=C(C(=O)OC)C=C1)Cl (Methyl 4-((1S)-1-{[(2,5-dichloropyridin-3-yl)carbonyl]amino}ethyl)benzoate), ClC1=C(C=CC=C1Cl)O (2,3-dichlorophenol). Yields the product ClC=1C=C(C(=NC1)OC1=C(C(=CC=C1)Cl)Cl)C(=O)N[C@@H](C)C1=CC=C(C(=O)OC)C=C1 (Methyl 4-[(1S)-1-({[5-chloro-2-(2,3-dichlorophenoxy)pyridin-3-yl]carbonyl}amino)ethyl]benzoate). RXN SMILES: Cl[C:2]1[C:7]([C:8]([NH:10][C@H:11]([C:13]2[CH:22]=[CH:21][C:16]([C:17]([O:19][CH3:20])=[O:18])=[CH:15][CH:14]=2)[CH3:12])=[O:9])=[CH:6][C:5]([Cl:23])=[CH:4][N:3]=1.[Cl:24][C:25]1[C:30]([Cl:31])=[CH:29][CH:28]=[CH:27][C:26]=1[OH:32]>>[Cl:23][C:5]1[CH:6]=[C:7]([C:8]([NH:10][C@H:11]([C:13]2[CH:22]=[CH:21][C:16]([C:17]([O:19][CH3:20])=[O:18])=[CH:15][CH:14]=2)[CH3:12])=[O:9])[C:2]([O:32][C:26]2[CH:27]=[CH:28][CH:29]=[C:30]([Cl:31])[C:25]=2[Cl:24])=[N:3][CH:4]=1. Reported procedure: The title compound was prepared according to the procedure described in step 2 of Example 45 from methyl 4-((1S)-1-{[(2,5-dichloropyridin-3-yl)carbonyl]amino}ethyl)benzoate (step 1 of Example 48) and 2,3-dichlorophenol: 1H-NMR (CDCl3) δ 8.55 (1H, d, J=2.6 Hz), 8.10–7.99 (4H, m), 7.48–7.21 (5H, m), 5.45–5.34 (1H, m), 3.90 (3H, s), 1.61 (3H, d, J=7.1 Hz). Starting materials: C(C)O (ethanol), [N+](=O)([O-])C1=CC=CC=C1 (nitrobenzene), CO (methanol). The product is C1(=CC=CC=C1)NC(OCC)=O (ethyl N-phenylcarbamate), NC1=CC=CC=C1 (aniline), C(C)=NC1=CC=CC=C1 (ethylidene aniline), C(C)NC1=CC=CC=C1 (N-ethyl aniline). Reaction SMILES: [CH2:1]([OH:3])[CH3:2].[N+:4]([C:7]1[CH:12]=[CH:11][CH:10]=[CH:9][CH:8]=1)([O-])=O.[CH3:13][OH:14]>>[C:7]1([NH:4][C:13](=[O:14])[O:3][CH2:1][CH3:2])[CH:12]=[CH:11][CH:10]=[CH:9][CH:8]=1.[NH2:4][C:7]1[CH:12]=[CH:11][CH:10]=[CH:9][CH:8]=1.[CH:1](=[N:4][C:7]1[CH:12]=[CH:11][CH:10]=[CH:9][CH:8]=1)[CH3:2].[CH2:1]([NH:4][C:7]1[CH:12]=[CH:11][CH:10]=[CH:9][CH:8]=1)[CH3:2]. Procedure: The procedure was the same as for Example 1 with the exception that ethanol was substituted for methanol on an equal volume basis. Complete conversion of the nitrobenzene occurred in 4.5 hours at 160° C. and yielded 0.007 mole ethyl N-phenylcarbamate, 0.066 mole aniline, 0.004 mole ethylidene aniline, and 0.002 mole N-ethyl aniline. The balance (0.021 mole) was converted to higher molecular weight products derived from aniline.